Dataset: the Open Reaction Database (ORD), a public repository of structured organic reaction records. Task: describe an organic reaction: reactants, conditions, products, and yield Reported procedure: To a solution of 4-(8-tert-butoxycarbonylamino-2-furan-2-yl-[1,2,4]triazolo[1,5-a]pyrazin-6-yl)-piperazine-1-carboxylic acid tert-butyl ester (140 mg, 0.29 mmol; see Example 16 (i) above) in methylene chloride (4 mL) was added trifluoroacetic acid (400 μL). The reaction was stirred at room temperature for 2 hours. After the solvent and extra trifluoroacetic acid was evaporated, the residue was dissolved in methylene chloride (4 mL). The title compound in methylene chloride was divided into two p... The solvent is C(Cl)Cl (methylene chloride). Reaction SMILES: C(OC([N:8]1[CH2:13][CH2:12][N:11]([C:14]2[N:15]=[C:16]([NH:28]C(OC(C)(C)C)=O)[C:17]3[N:18]([N:20]=[C:21]([C:23]4[O:24][CH:25]=[CH:26][CH:27]=4)[N:22]=3)[CH:19]=2)[CH2:10][CH2:9]1)=O)(C)(C)C.FC(F)(F)C(O)=O>C(Cl)Cl>[O:24]1[CH:25]=[CH:26][CH:27]=[C:23]1[C:21]1[N:22]=[C:17]2[C:16]([NH2:28])=[N:15][C:14]([N:11]3[CH2:12][CH2:13][NH:8][CH2:9][CH2:10]3)=[CH:19][N:18]2[N:20]=1. Starting materials: C(C)(C)(C)OC(=O)N1CCN(CC1)C=1N=C(C=2N(C1)N=C(N2)C=2OC=CC2)NC(=O)OC(C)(C)C (4-(8-tert-butoxycarbonylamino-2-furan-2-yl-[1,2,4]triazolo[1,5-a]pyrazin-6-yl)-piperazine-1-carboxylic acid tert-butyl ester), Example 16 ( i ), FC(C(=O)O)(F)F (trifluoroacetic acid). Run at time 2 hour. Product: O1C(=CC=C1)C1=NN2C(C(=NC(=C2)N2CCNCC2)N)=N1 (2-Furan-2-yl-6-piperazin-1-yl-[1,2,4]triazolo[1,5-a]pyrazin-8-ylamine). Starting materials: COC([C@@H](NC(C1=C(C=CC=C1Cl)Cl)=O)CC1=CC=C(C=C1)C1=C(C=C(C=C1OC)NCC=C)OC)=O (N-(2,6-Dichlorobenzoyl)-4-(4-allylamino-2,6-dimethoxyphenyl)-L-phenylalanine methyl ester). Reagents/catalysts: catalyst, C1=CC=C(C=C1)P(C2=CC=CC=C2)C3=CC=CC=C3.C1=CC=C(C=C1)P(C2=CC=CC=C2)C3=CC=CC=C3.C1=CC=C(C=C1)P(C2=CC=CC=C2)C3=CC=CC=C3.[Cl-].[Rh] (Wilkinson's catalyst). Run in CC#N.O (MeCN water). Run at time 2 hour. Yields the product COC([C@@H](NC(C1=C(C=CC=C1Cl)Cl)=O)CC1=CC=C(C=C1)C1=C(C=C(C=C1OC)N)OC)=O (N-(2,6-dichlorobenzoyl)-4-(4-amino-2,6-dimethoxyphenyl)-L-phenylalanine methyl ester). The yield is 82.2%. As a reaction SMILES: [CH3:1][O:2][C:3](=[O:37])[C@H:4]([CH2:16][C:17]1[CH:22]=[CH:21][C:20]([C:23]2[C:28]([O:29][CH3:30])=[CH:27][C:26]([NH:31]CC=C)=[CH:25][C:24]=2[O:35][CH3:36])=[CH:19][CH:18]=1)[NH:5][C:6](=[O:15])[C:7]1[C:12]([Cl:13])=[CH:11][CH:10]=[CH:9][C:8]=1[Cl:14]>CC#N.O.C1C=CC(P(C2C=CC=CC=2)C2C=CC=CC=2)=CC=1.C1C=CC(P(C2C=CC=CC=2)C2C=CC=CC=2)=CC=1.C1C=CC(P(C2C=CC=CC=2)C2C=CC=CC=2)=CC=1.[Cl-].[Rh]>[CH3:1][O:2][C:3](=[O:37])[C@H:4]([CH2:16][C:17]1[CH:18]=[CH:19][C:20]([C:23]2[C:28]([O:29][CH3:30])=[CH:27][C:26]([NH2:31])=[CH:25][C:24]=2[O:35][CH3:36])=[CH:21][CH:22]=1)[NH:5][C:6](=[O:15])[C:7]1[C:12]([Cl:13])=[CH:11][CH:10]=[CH:9][C:8]=1[Cl:14] |f:1.2,3.4.5.6.7|. Procedure details: N-(2,6-Dichlorobenzoyl)-4-(4-allylamino-2,6-dimethoxyphenyl)-L-phenylalanine methyl ester (0.93 g) was dissolved in MeCN/water (40 mL of 84:16) under N2. Wilkinson's catalyst (79 mg) was added and the mixture was brought to boiling. After 2 h, more catalyst (170 mg) was added and the reaction continued for another 6 h. The solvent was evaporated and the residual water coevaporated with MeCN. The residue was purified by preparative TLC (silica gel; eluent: hexane/AcOEt 2:1 to 1:2) to give N-(2,6-... The reactants are NC1=C(C(=NC=N1)N[C@@H](C)C1=NN2C(C(N1C1=CC=CC=C1)=O)=C(C=C2)C)Br ((S)-2-(1-((6-amino-5-bromopyrimidin-4-yl)amino)ethyl)-5-methyl-3-phenylpyrrolo[2,1-f][1,2,4]triazin-4(3H)-one), CS(=O)(=O)NC=1C=C(C=C(C1)C(F)(F)F)B(O)O ((3-(methylsulfonamido)-5-(trifluoromethyl)phenyl)boronic acid), aqueous solution, C([O-])([O-])=O.[Cs+].[Cs+] (cesium carbonate). The solvent is O1CCOCC1 (dioxane), C(C)(=O)OCC (ethyl acetate). Run at temperature 100 celsius, time 18 hour. Product: NC1=NC=NC(=C1C=1C=C(C=C(C1)C(F)(F)F)NS(=O)(=O)C)N[C@@H](C)C1=NN2C(C(N1C1=CC=CC=C1)=O)=C(C=C2)C ((S)—N-(3-(4-Amino-6-((1-(5-methyl-4-oxo-3-phenyl-3,4-dihydropyrrolo[2,1-f][1,2,4]triazin-2-yl)ethyl)amino)pyrimidin-5-yl)-5-(trifluoromethyl)phenyl)methanesulfonamide). Yield: 37.8%. As a reaction SMILES: [NH2:1][C:2]1[N:7]=[CH:6][N:5]=[C:4]([NH:8][C@H:9]([C:11]2[N:16]([C:17]3[CH:22]=[CH:21][CH:20]=[CH:19][CH:18]=3)[C:15](=[O:23])[C:14]3=[C:24]([CH3:27])[CH:25]=[CH:26][N:13]3[N:12]=2)[CH3:10])[C:3]=1Br.[CH3:29][S:30]([NH:33][C:34]1[CH:35]=[C:36](B(O)O)[CH:37]=[C:38]([C:40]([F:43])([F:42])[F:41])[CH:39]=1)(=[O:32])=[O:31].C(=O)([O-])[O-].[Cs+].[Cs+]>O1CCOCC1.C(OCC)(=O)C>[NH2:1][C:2]1[C:3]([C:36]2[CH:35]=[C:34]([NH:33][S:30]([CH3:29])(=[O:31])=[O:32])[CH:39]=[C:38]([C:40]([F:42])([F:43])[F:41])[CH:37]=2)=[C:4]([NH:8][C@H:9]([C:11]2[N:16]([C:17]3[CH:22]=[CH:21][CH:20]=[CH:19][CH:18]=3)[C:15](=[O:23])[C:14]3=[C:24]([CH3:27])[CH:25]=[CH:26][N:13]3[N:12]=2)[CH3:10])[N:5]=[CH:6][N:7]=1 |f:2.3.4|. Reported procedure: To a solution of (S)-2-(1-((6-amino-5-bromopyrimidin-4-yl)amino)ethyl)-5-methyl-3-phenylpyrrolo[2,1-f][1,2,4]triazin-4(3H)-one (100 mg, 0.23 mmol) were added (3-(methylsulfonamido)-5-(trifluoromethyl)phenyl)boronic acid (529 mg, 24% purity, 0.45 mmol), 1,1′-bis(diphenylphosphino)ferrocene-palladium(II)dichloride dichloromethane complex (19 mg, 0.02 mmol) and 284 μl of a 2M aqueous solution of cesium carbonate in dioxane (3 ml). The mixture was stirred under argon atmosphere at 100° C. for 18 hou... Reactants: [Cl-].ClC1=C(C[P+](C2=CC=CC=C2)(C2=CC=CC=C2)C2=CC=CC=C2)C(=C(C(=C1)OC)C)Cl (2,6-dichloro-4-methoxy-5-methyl-benzyl-triphenylphosphonium chloride), C(C)OC(C=C(C=CC=C(C)C=O)C)=O (7-formyl-3-methyl-octa-2,4,6-trien-1-oic acid ethyl ester), C1C(CC)O1 (1,2-butylene oxide), ClC1=C(CCl)C(=CC(=C1C)OC)Cl (2,6-dichloro-4-methoxy-3-methyl-benzyl chloride), C1(=CC=CC=C1)P(C1=CC=CC=C1)C1=CC=CC=C1 (triphenylphosphine). The solvent is C1(=CC=CC=C1)C.CCCCCC (toluene hexane). Product: C(C)OC(C=C(C=CC=C(C=CC1=C(C=C(C(=C1Cl)C)OC)Cl)C)C)=O (9-(2,6-dichloro-4-methoxy-5-methyl-phenyl)-3,7-dimethyl-nona-2,4,6,8-tetraen-1-oic acid ethyl ester). Reaction SMILES: [Cl-].[Cl:2][C:3]1[CH:28]=[C:27]([O:29][CH3:30])[C:26]([CH3:31])=[C:25]([Cl:32])[C:4]=1[CH2:5][P+](C1C=CC=CC=1)(C1C=CC=CC=1)C1C=CC=CC=1.ClC1C(C)=C(OC)C=C(Cl)C=1CCl.C1(P(C2C=CC=CC=2)C2C=CC=CC=2)C=CC=CC=1.[CH2:65]([O:67][C:68](=[O:79])[CH:69]=[C:70]([CH3:78])[CH:71]=[CH:72][CH:73]=[C:74]([CH:76]=O)[CH3:75])[CH3:66].C1OC1CC>C1(C)C=CC=CC=1.CCCCCC>[CH2:65]([O:67][C:68](=[O:79])[CH:69]=[C:70]([CH3:78])[CH:71]=[CH:72][CH:73]=[C:74]([CH3:76])[CH:75]=[CH:5][C:4]1[C:25]([Cl:32])=[C:26]([CH3:31])[C:27]([O:29][CH3:30])=[CH:28][C:3]=1[Cl:2])[CH3:66] |f:0.1,6.7|. Procedure details: 100 g. of 2,6-dichloro-4-methoxy-5-methyl-benzyl-triphenylphosphonium chloride, prepared from 52 g. of 2,6-dichloro-4-methoxy-3-methyl-benzyl chloride and 57 g. of triphenylphosphine, are treated with 42 g. of 7-formyl-3-methyl-octa-2,4,6-trien-1-oic acid ethyl ester. After the addition of 120 ml. of 1,2-butylene oxide, the resulting mixture is heated to 80°-85° C. for 4 hours while stirring. The mixture is diluted with toluene/hexane (1:1 parts by volume) and exhaustively extracted with methano... Starting materials: CCOC(=O)c1ccc(-c2cc(NC(=O)OC(C)(C)C)ccc2OC(F)(F)F)cc1, CCO, [Na+], [OH-]. Product: CC(C)(C)OC(=O)Nc1ccc(OC(F)(F)F)c(-c2ccc(C(=O)O)cc2)c1. RXN SMILES: [CH2:1]([CH3:2])[O:3][C:4](=[O:5])[c:6]1[cH:7][cH:8][c:9](-[c:12]2[c:13]([O:26][C:27]([F:28])([F:29])[F:30])[cH:14][cH:15][c:16]([NH:18][C:19](=[O:20])[O:21][C:22]([CH3:23])([CH3:24])[CH3:25])[cH:17]2)[cH:10][cH:11]1.[CH3:31][CH2:32][OH:33].[Na+:35].[OH-:34]>>[O:3]=[C:4]([OH:5])[c:6]1[cH:7][cH:8][c:9](-[c:12]2[c:13]([O:26][C:27]([F:28])([F:29])[F:30])[cH:14][cH:15][c:16]([NH:18][C:19](=[O:20])[O:21][C:22]([CH3:23])([CH3:24])[CH3:25])[cH:17]2)[cH:10][cH:11]1. The reactants are C(N)(OCC)=O (ethyl carbamate), C(C1CO1)OCCCCCCCCCCCCCCCCCC (stearyl glycidyl ether), CN(C)CC1=CC=CC=C1 (N, N-dimethylbenzylamine). Reagents/catalysts: C(CCCCCCCCCCC)(=O)[O-].C(CCCCCCCCCCC)(=O)[O-].C(CCC)[Sn+2]CCCC (di-n-butyltin dilaurate). Run at temperature 160 celsius. The product is C(CCCCCCCCCCCCCCCCC)OCC1CNC(O1)=O (5-stearyloxymethyl-2- oxazolidinone). Yield: 290.8%. RXN SMILES: [C:1](=[O:6])([O:3][CH2:4][CH3:5])[NH2:2].C([O:11][CH2:12][CH2:13][CH2:14][CH2:15][CH2:16][CH2:17][CH2:18][CH2:19][CH2:20][CH2:21][CH2:22][CH2:23][CH2:24][CH2:25][CH2:26][CH2:27][CH2:28][CH3:29])C1OC1.[CH3:30]N(CC1C=CC=CC=1)C>C([O-])(=O)CCCCCCCCCCC.C([O-])(=O)CCCCCCCCCCC.C([Sn+2]CCCC)CCC>[CH2:12]([O:11][CH2:5][CH:4]1[O:3][C:1](=[O:6])[NH:2][CH2:30]1)[CH2:13][CH2:14][CH2:15][CH2:16][CH2:17][CH2:18][CH2:19][CH2:20][CH2:21][CH2:22][CH2:23][CH2:24][CH2:25][CH2:26][CH2:27][CH2:28][CH3:29] |f:3.4.5|. Reported procedure: 4.45 g (0.050 mole) of ethyl carbamate was dissolved in 16.3 g (0.050 mole) of stearyl glycidyl ether. After adding 2.0 g of N, N-dimethylbenzylamine and 2.0 g of di-n-butyltin dilaurate, the solution was heated at 160° C. for 1 hour while blowing nitrogen gas into the reaction mixture. The product was purified by silica gel column chromatography (developing solvent, hexane: ethyl acetate=4:1) to give 15.9 g (85% of theory) of 5-stearyloxymethyl-2- oxazolidinone. Reaction SMILES: [CH2:1]([O:8][CH2:9][CH2:10][O:11][C:12]1[CH:17]=[CH:16][C:15]([CH2:18][CH2:19][O:20][C:21](=[O:26])[CH2:22][C:23]([CH3:25])=O)=[CH:14][CH:13]=1)[C:2]1[CH:7]=[CH:6][CH:5]=[CH:4][CH:3]=1.[NH2:27]/[C:28](/[CH3:34])=[CH:29]\[C:30]([O:32][CH3:33])=[O:31].[N+:35]([C:38]1[CH:39]=[C:40]([CH:43]=[CH:44][CH:45]=1)[CH:41]=O)([O-:37])=[O:36]>>[CH3:34][C:28]1[NH:27][C:23]([CH3:25])=[C:22]([C:21]([O:20][CH2:19][CH2:18][C:15]2[CH:16]=[CH:17][C:12]([O:11][CH2:10][CH2:9][O:8][CH2:1][C:2]3[CH:7]=[CH:6][CH:5]=[CH:4][CH:3]=3)=[CH:13][CH:14]=2)=[O:26])[CH:41]([C:40]2[CH:43]=[CH:44][CH:45]=[C:38]([N+:35]([O-:37])=[O:36])[CH:39]=2)[C:29]=1[C:30]([O:32][CH3:33])=[O:31]. The reactants are C(C1=CC=CC=C1)OCCOC1=CC=C(C=C1)CCOC(CC(=O)C)=O (2-[4-(2-benzyloxyethoxy)phenyl]ethylacetoacetate), N\C(=C/C(=O)OC)\C (methyl β-aminocrotonate), [N+](=O)([O-])C=1C=C(C=O)C=CC1 (3-nitrobenzaldehyde). The product is CC=1NC(=C(C(C1C(=O)OC)C1=CC(=CC=C1)[N+](=O)[O-])C(=O)OCCC1=CC=C(C=C1)OCCOCC1=CC=CC=C1)C (2,6-dimethyl-3-methoxycarbonyl-4-(3-nitrophenyl)-5-(2-[4-(2-benzyloxyethoxy)phenyl]ethoxycarbonyl)-1,4-dihydropyridine). Reported procedure: The ω-phenylalkylacetoacetate derivative (5) is then reacted with an alkyl β-aminocrotonate (or methoxyethyl β-aminocrotonate depending on the desired R5) and a benzaldehyde derivative (depending on the desired R4, e.g. for compounds in which R4 is meta --NO2, 3-nitrobenzaldehyde is used) under Hantzsch Dihydropyridine synthesis conditions (see, e.g., Fox, et al., J. Org. Chem., 16, 1259 (1951)) to form a 4-phenyl-2,5-dimethyl-1,4-dihydropyridine dicarboxylate diester (6). For example, 2-[4-(2-b...